Dataset: the Open Reaction Database (ORD), a public repository of structured organic reaction records. Task: describe an organic reaction: reactants, conditions, products, and yield Starting materials: O=C([O-])[O-], Nc1ccc([N+](=O)[O-])cc1SCCCl, [I-], [K+], [K+], [Na+], CN(C)C=O, O. Product: O=[N+]([O-])c1ccc2c(c1)SCCN2. As a reaction SMILES: [C:15](=[O:16])([O-:17])[O-:18].[Cl:1][CH2:2][CH2:3][S:4][c:5]1[c:6]([NH2:7])[cH:8][cH:9][c:10]([N+:12](=[O:13])[O-:14])[cH:11]1.[I-:22].[K+:19].[K+:20].[Na+:21].[O:23]=[CH:24][N:25]([CH3:26])[CH3:27].[OH2:28]>>[CH2:2]1[CH2:3][S:4][c:5]2[c:6]([cH:8][cH:9][c:10]([N+:12](=[O:13])[O-:14])[cH:11]2)[NH:7]1.